This data is from the Open Reaction Database (ORD), a public repository of structured organic reaction records. The task is: describe an organic reaction: reactants, conditions, products, and yield Reactants: O=CC(F)(F)C(O)(C(=O)c1ccccc1)C(O)C(O)C(=O)c1ccccc1, CC(C)(C)[Si](C)(C)Cl, CN(C)C=O, c1c[nH]cn1. Yields the product CC(C)(C)[Si](C)(C)OC(=O)C(F)(F)C(O)(C(=O)c1ccccc1)C(O)C(O)C(=O)c1ccccc1. Reaction SMILES: [C:1]([c:2]1[cH:3][cH:4][cH:5][cH:6][cH:7]1)(=[O:8])[C:9]([C:10]([CH:11]=[O:12])([F:13])[F:14])([OH:15])[CH:16]([OH:17])[CH:18]([OH:19])[C:20]([c:21]1[cH:22][cH:23][cH:24][cH:25][cH:26]1)=[O:27].[C:33]([CH3:34])([CH3:35])([CH3:36])[Si:37]([CH3:38])([CH3:39])[Cl:40].[CH3:41][N:42]([CH3:43])[CH:45]=[O:44].[nH:28]1[cH:29][cH:30][n:31][cH:32]1>>[C:1]([c:2]1[cH:3][cH:4][cH:5][cH:6][cH:7]1)(=[O:8])[C:9]([C:10]([C:11]([O:12][Si:37]([C:33]([CH3:34])([CH3:35])[CH3:36])([CH3:38])[CH3:39])=[O:44])([F:13])[F:14])([OH:15])[CH:16]([OH:17])[CH:18]([OH:19])[C:20]([c:21]1[cH:22][cH:23][cH:24][cH:25][cH:26]1)=[O:27]. Starting materials: S(=S)(=O)([O-])[O-].[Na+].[Na+] (sodium thiosulfate), BrC=1C(NC(N(C1)C1=CC(=CC=C1)C(F)(F)F)=O)=O (5-bromo-1-(3-trifluoromethylphenyl)pyrimidin-2,4(1H,3H)-dione), BrC1(C(NC(N(C1)C1=CC(=CC=C1)C(F)(F)F)=O)=O)Br (5,5-dibromo-1-(3-trifluoromethylphenyl)dihydropyrimidin-2,4(1H,3H)-dione), BrC1C(NC(N(C1)C1=CC(=CC=C1)C(F)(F)F)=O)=O (5-bromo-1-(3-trifluoromethylphenyl)dihydropyrimidin-2,4(1H,3H)-dione), FC(C=1C=C(C=CC1)N1C(NC(CC1)=O)=O)(F)F (1-(3-trifluoromethylphenyl)dihydropyrimidin-2,4(1H,3H)-dione), BrBr (bromine), mixture, [Cl-].[Li+] (lithium chloride). Run in O (water), O (water), C(C)(=O)O (acetic acid), CN(C=O)C (N,N-dimethyl formamide). Yields the product BrC=1C(NC(N(C1)C1=CC(=CC=C1)C(F)(F)F)=O)=O (5-bromo-1-(3-trifluoromethylphenyl)pyrimidin-2,4(1H,3H)-dione), FC(C=1C=C(C=CC1)N1C(NC(C=C1)=O)=O)(F)F (1-(3-trifluoromethylphenyl)pyrimidin-2,4(1H,3H)-dione). As a reaction SMILES: [F:1][C:2]([F:18])([F:17])[C:3]1[CH:4]=[C:5]([N:9]2[CH2:14][CH2:13][C:12](=[O:15])[NH:11][C:10]2=[O:16])[CH:6]=[CH:7][CH:8]=1.BrBr.S([O-])([O-])(=O)=S.[Na+].[Na+].[Br:28][C:29]1[C:30](=[O:46])[NH:31][C:32](=[O:45])[N:33]([C:35]2[CH:40]=[CH:39][CH:38]=[C:37]([C:41]([F:44])([F:43])[F:42])[CH:36]=2)[CH:34]=1.BrC1(Br)CN(C2C=CC=C(C(F)(F)F)C=2)C(=O)NC1=O.BrC1CN(C2C=CC=C(C(F)(F)F)C=2)C(=O)NC1=O.[Cl-].[Li+]>C(O)(=O)C.CN(C)C=O.O>[Br:28][C:29]1[C:30](=[O:46])[NH:31][C:32](=[O:45])[N:33]([C:35]2[CH:40]=[CH:39][CH:38]=[C:37]([C:41]([F:44])([F:43])[F:42])[CH:36]=2)[CH:34]=1.[F:18][C:2]([F:1])([F:17])[C:3]1[CH:4]=[C:5]([N:9]2[CH:14]=[CH:13][C:12](=[O:15])[NH:11][C:10]2=[O:16])[CH:6]=[CH:7][CH:8]=1 |f:2.3.4,8.9|. Procedure details: To a solution of 1-(3-trifluoromethylphenyl)dihydropyrimidin-2,4(1H,3H)-dione (prepared in Reference Example 96) (770.0 mg) in acetic acid (10.0 ml) was added bromine (0.18 ml) and the resulting mixture was stirred with heating under reflux for two hours. To the reaction mixture were added water (30 ml) and 10% aqueous sodium thiosulfate solution (5 ml) and the precipitated solids were collected by filtration with water to afford a mixture containing 5-bromo-1-(3-trifluoromethylphenyl)pyrimidin-... Starting materials: C(CCC)[Li] (n-Butyl-lithium), N1=CC(=CC=C1)C(=O)C1=NC=NC=C1 (pyridin-3-yl(pyrimidin-4-yl)methanone), C(C)(C)NC(C)C (diisopropylamine), N1=CC(=CC=C1)CC=1C=NC=CC1 (3-(pyridin-3-ylmethyl)pyridine). Run in C1CCOC1 (THF), C1CCOC1 (THF), C1CCOC1 (THF). Conditions: temperature 0 celsius, time 15 minute. Yields the product N1=CC(=CC=C1)C(C(C=1C=NC=CC1)C=1C=NC=CC1)(O)C1=NC=NC=C1 ((±)-1,2,2-tripyridin-3-yl-1-pyrimidin-4-ylethanol). As a reaction SMILES: C(NC(C)C)(C)C.C([Li])CCC.[N:13]1[CH:18]=[CH:17][CH:16]=[C:15]([CH2:19][C:20]2[CH:21]=[N:22][CH:23]=[CH:24][CH:25]=2)[CH:14]=1.[N:26]1[CH:31]=[CH:30][CH:29]=[C:28]([C:32]([C:34]2[CH:39]=[CH:38][N:37]=[CH:36][N:35]=2)=[O:33])[CH:27]=1>C1COCC1>[N:26]1[CH:31]=[CH:30][CH:29]=[C:28]([C:32]([C:34]2[CH:39]=[CH:38][N:37]=[CH:36][N:35]=2)([OH:33])[CH:19]([C:20]2[CH:21]=[N:22][CH:23]=[CH:24][CH:25]=2)[C:15]2[CH:14]=[N:13][CH:18]=[CH:17][CH:16]=2)[CH:27]=1. Procedure details: In a flame dried flask under N2, diisopropylamine (0.079 mL, 0.56 mmol) was dissolved in THF (1 mL). The solution was cooled to 0° C. n-Butyl-lithium (2.5 M solution in hexanes, 0.215 mL, 0.54 mmol) was slowly added and the reaction was stirred at 0° C. for 15 min. A solution of 3-(pyridin-3-ylmethyl)pyridine (0.087 g, 0.51 mmol) in THF (1mL) was slowly added drop-wise. The reaction became dark red. After 10 min. a solution of pyridin-3-yl(pyrimidin-4-yl)methanone (0.099 g, 0.54 mmol, J. Heteroc... The reactants are CC(C)C1C(C#N)CC2CC1C2(C)C, [N-]=C=S. Yields the product CC(C)C1C(CN=C=S)CC2CC1C2(C)C. Reaction SMILES: [CH:1]([CH3:2])([CH3:3])[CH:4]1[CH:5]2[C:6]([CH3:13])([CH3:14])[CH:7]([CH2:8][CH:9]1[C:10]#[N:11])[CH2:12]2.[N-:15]=[C:16]=[S:17]>>[CH:1]([CH3:2])([CH3:3])[CH:4]1[CH:5]2[C:6]([CH3:13])([CH3:14])[CH:7]([CH2:8][CH:9]1[CH2:10][N:11]=[C:16]=[S:17])[CH2:12]2. Starting materials: BrC1=C(C=CC(=C1)F)C1N=C(NC(=C1C(=O)OCC)CBr)C=1SC=CN1 (Ethyl 4-(2-bromo-4-fluorophenyl)-6-(bromomethyl)-2-(thiazol-2-yl)-1,4-dihydropyrimidine-5-carboxylate), CC1(OC[C@H](NC1)C(=O)OC)C ((S)-methyl 6,6-dimethylmorpholine-3-carboxylate). The product is BrC1=C(C=CC(=C1)F)C1C(=C(NC(=N1)C=1SC=CN1)CN1[C@@H](COC(C1)(C)C)C(=O)OC)C(=O)OCC ((3S)-methyl 4-((6-(2-bromo-4-fluorophenyl)-5-(ethoxycarbonyl)-2-(thiazol-2-yl)-3,6-dihydropyrimidin-4-yl)methyl)-6,6-dimethylmorpholine-3-carboxylate). Isolated yield 26.5%. As a reaction SMILES: [Br:1][C:2]1[CH:7]=[C:6]([F:8])[CH:5]=[CH:4][C:3]=1[CH:9]1[C:14]([C:15]([O:17][CH2:18][CH3:19])=[O:16])=[C:13]([CH2:20]Br)[NH:12][C:11]([C:22]2[S:23][CH:24]=[CH:25][N:26]=2)=[N:10]1.[CH3:27][C:28]1([CH3:38])[CH2:33][NH:32][C@H:31]([C:34]([O:36][CH3:37])=[O:35])[CH2:30][O:29]1>>[Br:1][C:2]1[CH:7]=[C:6]([F:8])[CH:5]=[CH:4][C:3]=1[CH:9]1[N:10]=[C:11]([C:22]2[S:23][CH:24]=[CH:25][N:26]=2)[NH:12][C:13]([CH2:20][N:32]2[CH2:33][C:28]([CH3:27])([CH3:38])[O:29][CH2:30][C@H:31]2[C:34]([O:36][CH3:37])=[O:35])=[C:14]1[C:15]([O:17][CH2:18][CH3:19])=[O:16]. Reported procedure: Ethyl 4-(2-bromo-4-fluorophenyl)-6-(bromomethyl)-2-(thiazol-2-yl)-1,4-dihydropyrimidine-5-carboxylate (0.76 g, 1.52 mmol) was reacted with (S)-methyl 6,6-dimethylmorpholine-3-carboxylate (0.26 g, 1.52 mmol) according to the procedure as described in Example 24 to give the title compound as yellow oil (0.24 g, 27%). The compound was characterized by the following spectroscopic data: Reactants: BrC=1C=C(C(=O)[O-])C=C(C1)N1C([C@]2(C3=CC(=CC=C13)F)[C@@](C2)(C(C)C)C2=CC=C(C=C2)Cl)=O ((1S,2S)-3-bromo-5-(2-(4-chlorophenyl)-5′-fluoro-2-isopropyl-2′-oxospiro[cyclopropane-1,3′-indoline]-1′-yl)benzoate), O[Li].O (LiOH.H2O). The solvent is CO (methanol), O (water). Reaction conditions: time 3 hour. The product is ClC1=CC=C(C=C1)[C@]1(C[C@]12C(N(C1=CC=C(C=C21)F)C=2C=C(C(=O)O)C=C(C2)N2C(OCC2)=O)=O)C(C)C ((1S,2S)-3-(2-(4-chlorophenyl)-5′-fluoro-2-isopropyl-2′-oxospiro[cyclopropane-1,3′-indoline]-1′-yl)-5-(2-oxooxazolidin-3-yl)benzoic acid). The yield is 108.0%. RXN SMILES: Br[C:2]1[CH:3]=[C:4]([CH:8]=[C:9]([N:11]2[C:19]3[C:14](=[CH:15][C:16]([F:20])=[CH:17][CH:18]=3)[C@@:13]3([CH2:22][C@@:21]3([C:26]3[CH:31]=[CH:30][C:29]([Cl:32])=[CH:28][CH:27]=3)[CH:23]([CH3:25])[CH3:24])[C:12]2=[O:33])[CH:10]=1)[C:5]([O-:7])=[O:6].O[Li].[OH2:36]>CO.O>[Cl:32][C:29]1[CH:30]=[CH:31][C:26]([C@:21]2([CH:23]([CH3:24])[CH3:25])[C@:13]3([C:14]4[C:19](=[CH:18][CH:17]=[C:16]([F:20])[CH:15]=4)[N:11]([C:9]4[CH:8]=[C:4]([CH:3]=[C:2]([N:11]5[CH2:9][CH2:8][O:36][C:12]5=[O:33])[CH:10]=4)[C:5]([OH:7])=[O:6])[C:12]3=[O:33])[CH2:22]2)=[CH:27][CH:28]=1 |f:1.2|. Procedure details: To a solution of (1R,2R) and (1S,2S)-3-bromo-5-(2-(4-chlorophenyl)-5′-fluoro-2-isopropyl-2′-oxospiro[cyclopropane-1,3′-indoline]-1′-yl)benzoate (27.4 mg) in methanol (2 mL) and water (1 mL) was added LiOH.H2O (18 mg, 0.4 mmol) in one portion. The mixture was stirred at room temperature for 3 hours until the starting material was consumed. The mixture was concentrated under reduced pressure and acidified to pH˜3. The precipitates was collected by filtration and dissolved in 2 mL of DMF. Purificat... Starting materials: COc1ccc(Cl)cc1N1CCN(CCCNc2cnc(C(=O)NCCNC(=O)OC(C)(C)C)cn2)CC1, Cl, [Na+], [OH-], O. The product is COc1ccc(Cl)cc1N1CCN(CCCNc2cnc(C(=O)NCCN)cn2)CC1. Reaction SMILES: [Cl:1][c:2]1[cH:3][cH:4][c:5]([O:37][CH3:38])[c:6]([N:8]2[CH2:9][CH2:10][N:11]([CH2:14][CH2:15][CH2:16][NH:17][c:18]3[n:19][cH:20][c:21]([C:24](=[O:25])[NH:26][CH2:27][CH2:28][NH:29][C:30](=[O:31])[O:32][C:33]([CH3:34])([CH3:35])[CH3:36])[n:22][cH:23]3)[CH2:12][CH2:13]2)[cH:7]1.[ClH:39].[Na+:41].[OH-:40].[OH2:42]>>[Cl:1][c:2]1[cH:3][cH:4][c:5]([O:37][CH3:38])[c:6]([N:8]2[CH2:9][CH2:10][N:11]([CH2:14][CH2:15][CH2:16][NH:17][c:18]3[n:19][cH:20][c:21]([C:24](=[O:25])[NH:26][CH2:27][CH2:28][NH2:29])[n:22][cH:23]3)[CH2:12][CH2:13]2)[cH:7]1. The reactants are CCO, N#CBr, CCCNCc1cc(Oc2cccc(NS(=O)(=O)c3ccccc3)c2)ccc1N. Product: CCCN1Cc2cc(Oc3cccc(NS(=O)(=O)c4ccccc4)c3)ccc2N=C1N. RXN SMILES: [CH3:33][CH2:34][OH:35].[N:30]#[C:31][Br:32].[NH2:1][c:2]1[c:3]([CH2:25][NH:26][CH2:27][CH2:28][CH3:29])[cH:4][c:5]([O:6][c:7]2[cH:8][c:9]([NH:13][S:14](=[O:15])(=[O:16])[c:17]3[cH:18][cH:19][cH:20][cH:21][cH:22]3)[cH:10][cH:11][cH:12]2)[cH:23][cH:24]1>>[N:1]1=[C:31]([NH2:30])[N:26]([CH2:27][CH2:28][CH3:29])[CH2:25][c:3]2[c:2]1[cH:24][cH:23][c:5]([O:6][c:7]1[cH:8][c:9]([NH:13][S:14](=[O:15])(=[O:16])[c:17]3[cH:18][cH:19][cH:20][cH:21][cH:22]3)[cH:10][cH:11][cH:12]1)[cH:4]2. Starting materials: O=C1CCC(=O)N1Br, O=C(OOC(=O)c1ccccc1)c1ccccc1, CCOC(C)=O, CCCCCCC, Cc1cc(Cl)ccc1F, O=C1CCC(=O)N1. Yields the product Fc1ccc(Cl)cc1CBr. RXN SMILES: [Br:10][N:11]1[C:12](=[O:13])[CH2:14][CH2:15][C:16]1=[O:17].[C:18]([O:19][O:20][C:21](=[O:22])[c:23]1[cH:24][cH:25][cH:26][cH:27][cH:28]1)(=[O:29])[c:30]1[cH:31][cH:32][cH:33][cH:34][cH:35]1.[CH2:43]([O:44][C:45](=[O:46])[CH3:47])[CH3:48].[CH3:49][CH2:50][CH2:51][CH2:52][CH2:53][CH2:54][CH3:55].[Cl:1][c:2]1[cH:3][cH:4][c:5]([F:9])[c:6]([CH3:8])[cH:7]1.[O:36]=[C:37]1[NH:38][C:39](=[O:40])[CH2:41][CH2:42]1>>[Cl:1][c:2]1[cH:3][cH:4][c:5]([F:9])[c:6]([CH2:8][Br:10])[cH:7]1.